From a dataset of the Open Reaction Database (ORD), a public repository of structured organic reaction records. describe an organic reaction: reactants, conditions, products, and yield Starting materials: BrCCCCCCOCCCCC1=CC=CC=C1 ({4-[(6-bromohexyl)oxy]butyl}benzene), C(C)OCC=1N(C2=C(C=NC=3C=CC=CC23)N1)CCO (2-[2-(ethoxymethyl)-1H-imidazo[4,5-c]quinolin-1-yl]ethanol), [H-].[Na+] (sodium hydride). Run in CN(C=O)C (N,N-dimethylformamide), CN(C=O)C (N,N-dimethylformamide). Conditions: time 8 hour. Product: C(C)OCC=1N(C2=C(C=NC=3C=CC=CC23)N1)CCOCCCCCCOCCCCC1=CC=CC=C1 (2-(ethoxymethyl)-1-(2-{[6-(4-phenylbutoxy)hexyl]oxy}ethyl)-1H-imidazo[4,5-c]quinoline). Isolated yield 43.5%. As a reaction SMILES: [CH2:1]([O:3][CH2:4][C:5]1[N:6]([CH2:18][CH2:19][OH:20])[C:7]2[C:16]3[CH:15]=[CH:14][CH:13]=[CH:12][C:11]=3[N:10]=[CH:9][C:8]=2[N:17]=1)[CH3:2].[H-].[Na+].Br[CH2:24][CH2:25][CH2:26][CH2:27][CH2:28][CH2:29][O:30][CH2:31][CH2:32][CH2:33][CH2:34][C:35]1[CH:40]=[CH:39][CH:38]=[CH:37][CH:36]=1>CN(C)C=O>[CH2:1]([O:3][CH2:4][C:5]1[N:6]([CH2:18][CH2:19][O:20][CH2:24][CH2:25][CH2:26][CH2:27][CH2:28][CH2:29][O:30][CH2:31][CH2:32][CH2:33][CH2:34][C:35]2[CH:36]=[CH:37][CH:38]=[CH:39][CH:40]=2)[C:7]2[C:16]3[CH:15]=[CH:14][CH:13]=[CH:12][C:11]=3[N:10]=[CH:9][C:8]=2[N:17]=1)[CH3:2] |f:1.2|. Reported procedure: A solution of 2-[2-(ethoxymethyl)-1H-imidazo[4,5-c]quinolin-1-yl]ethanol (1.0 g, 3.7 mmol) in N,N-dimethylformamide (20 ml) was added dropwise to a suspension of sodium hydride (0.19 g of a 60% dispersion in mineral oil, 4.8 mmol) in N,N-dimethylformamide (10 ml). The reaction was maintained for 45 minutes followed by the dropwise addition of {4-[(6-bromohexyl)oxy]butyl}benzene (1.6 g, 5.1 mmol). The reaction was stirred overnight at room temperature and then partitioned between ethyl acetate an...